From a dataset of the Open Reaction Database (ORD), a public repository of structured organic reaction records. describe an organic reaction: reactants, conditions, products, and yield The reactants are C1(=CC=CC=C1)C1(CCNCC1)C1=CC=CC=C1 (4,4-diphenylpiperidine), Cl (hydrochloric acid), C1(=CC=CC=C1)C1(CCNCC1)C1=CC=CC=C1 (diphenylpiperidine), FC1=CC=C(C(=O)CCCI)C=C1 (3-(p-fluorobenzoyl)propyl iodide), C(C1=CC=CC=C1)(=O)CCCI (3-benzoylpropyl iodide), C(C1=CC=CC=C1)(=O)CCCI (3-benzoylpropyl iodide). The product is Cl.C(C1=CC=CC=C1)(=O)CCCN1CCC(CC1)(C1=CC=CC=C1)C1=CC=CC=C1 (1-(3-benzoylpropyl)-4,4-diphenylpiperidine hydrochloride). As a reaction SMILES: F[C:2]1[CH:13]=[CH:12][C:5]([C:6]([CH2:8][CH2:9][CH2:10]I)=[O:7])=[CH:4][CH:3]=1.C(CCCI)(=O)C1C=CC=CC=1.[C:26]1([C:32]2([C:38]3[CH:43]=[CH:42][CH:41]=[CH:40][CH:39]=3)[CH2:37][CH2:36][NH:35][CH2:34][CH2:33]2)[CH:31]=[CH:30][CH:29]=[CH:28][CH:27]=1.[ClH:44]>>[ClH:44].[C:6]([CH2:8][CH2:9][CH2:10][N:35]1[CH2:36][CH2:37][C:32]([C:26]2[CH:31]=[CH:30][CH:29]=[CH:28][CH:27]=2)([C:38]2[CH:43]=[CH:42][CH:41]=[CH:40][CH:39]=2)[CH2:33][CH2:34]1)(=[O:7])[C:5]1[CH:12]=[CH:13][CH:2]=[CH:3][CH:4]=1 |f:4.5|. Procedure: When proceeding as described in Example 28, but replacing 3-(p-fluorobenzoyl)propyl iodide (used as the one reactant in said example) by 3-benzoylpropyl iodide and reacting 27.4 g. of said 3-benzoylpropyl iodide with 24.4 g. of 4,4-diphenylpiperidine, on addition of hydrochloric acid to the etheric solution of the diphenylpiperidine base 19.5 g. of 1-(3-benzoylpropyl)-4,4-diphenylpiperidine hydrochloride are obtained. On recrystallization from ethanol, the hydrochloride melts at 200° C. Reactants: CCO, FC(F)(F)c1cccc(N2CCNCC2)c1, O=C1c2ccccc2C(=O)C2OC12. Yields the product O=C1C(O)=C(N2CCN(c3cccc(C(F)(F)F)c3)CC2)C(=O)c2ccccc21. As a reaction SMILES: [CH3:30][CH2:31][OH:32].[F:14][C:15]([c:16]1[cH:17][c:18]([N:22]2[CH2:23][CH2:24][NH:25][CH2:26][CH2:27]2)[cH:19][cH:20][cH:21]1)([F:28])[F:29].[O:1]1[CH:2]2[C:3](=[O:13])[c:4]3[cH:5][cH:6][cH:7][cH:8][c:9]3[C:10](=[O:12])[CH:11]12>>[OH:1][C:11]1=[C:2]([N:25]2[CH2:24][CH2:23][N:22]([c:18]3[cH:17][c:16]([C:15]([F:14])([F:28])[F:29])[cH:21][cH:20][cH:19]3)[CH2:27][CH2:26]2)[C:3](=[O:13])[c:4]2[cH:5][cH:6][cH:7][cH:8][c:9]2[C:10]1=[O:12]. Reactants: N1C=CC2=CC(=CC=C12)CC(=O)O (indole-5-acetic acid), Cl.CN(CCCN=C=NCC)C (1-(3-dimethylaminopropyl)-3-ethylcarbodiimide hydrochloride), C(CCC)N (butylamine). The reagents and catalysts are CN(C1=CC=NC=C1)C (4-dimethylaminopyridine). Run in C(Cl)Cl (methylene chloride), C(Cl)Cl (methylene chloride). The product is C(CCC)NC(CC=1C=C2C=CNC2=CC1)=O (N-butylindole-5-acetamide). Isolated yield 77.0%. RXN SMILES: [NH:1]1[C:9]2[C:4](=[CH:5][C:6]([CH2:10][C:11]([OH:13])=O)=[CH:7][CH:8]=2)[CH:3]=[CH:2]1.Cl.CN(C)CCCN=C=NCC.[CH2:26]([NH2:30])[CH2:27][CH2:28][CH3:29]>CN(C)C1C=CN=CC=1.C(Cl)Cl>[CH2:26]([NH:30][C:11](=[O:13])[CH2:10][C:6]1[CH:5]=[C:4]2[C:9](=[CH:8][CH:7]=1)[NH:1][CH:2]=[CH:3]2)[CH2:27][CH2:28][CH3:29] |f:1.2|. Procedure: A solution of indole-5-acetic acid (2.0 g), 4-dimethylaminopyridine (1.5 g), 1-(3-dimethylaminopropyl)-3-ethylcarbodiimide hydrochloride (2.4 g), and butylamine (1.2 ml) in methylene chloride was stirred under a nitrogen atmosphere for 18 hr. The reaction was diluted with methylene chloride, washed (10% (v/v) hydrochloric acid, water, brine), dried (MgSO4), and evaporated to give N-butylindole-5-acetamide (2.03 g, 77%) as an amber oil: NMR (300 MHz, CDCl3): 0.84(t, 3H, N(CH2)3CH3), 3.16(m, 2H, N...